From a dataset of the Open Reaction Database (ORD), a public repository of structured organic reaction records. describe an organic reaction: reactants, conditions, products, and yield Reactants: [Cl-].[Al+3].[Cl-].[Cl-] (aluminum chloride), [Cl-].[Al+3].[Cl-].[Cl-] (aluminum chloride), C(C)(=O)C1=CC=C(OC2=C(C(=O)Cl)C=CC=N2)C=C1 (2-(p-acetylphenoxy)nicotinoyl chloride), O (water). Solvent: [N+](=O)([O-])C1=CC=CC=C1 (nitrobenzene). Reaction conditions: temperature 80 celsius. The product is C(C)(=O)C=1C=CC2=C(C(C=3C(=NC=CC3)O2)=O)C1 (7-acetyl-5-oxo-5H-[1]benzopyrano[2,3-b]pyridine). RXN SMILES: [Cl-].[Al+3].[Cl-].[Cl-].[C:5]([C:8]1[CH:23]=[CH:22][C:11]([O:12][C:13]2[N:21]=[CH:20][CH:19]=[CH:18][C:14]=2[C:15](Cl)=[O:16])=[CH:10][CH:9]=1)(=[O:7])[CH3:6].O>[N+](C1C=CC=CC=1)([O-])=O>[C:5]([C:8]1[CH:23]=[CH:22][C:11]2[O:12][C:13]3=[N:21][CH:20]=[CH:19][CH:18]=[C:14]3[C:15](=[O:16])[C:10]=2[CH:9]=1)(=[O:7])[CH3:6] |f:0.1.2.3|. Procedure: 1.68 g of powdered anhydrous aluminum chloride is added to a solution of 1.15 g of 2-(p-acetylphenoxy)nicotinoyl chloride in 5 ml of nitrobenzene at 20°-30°C, and the mixture is heated at 80°C for 3.5 hours. After cooling, water is added to the reaction mixture to decompose the aluminum chloride. After removing the nitrobenzene by distillation, the mixture is extracted with chloroform, and the extract is concentrated. The residue is recrystallized from toluene to give 7-acetyl-5-oxo-5H-[1]benzop...